This data is from the Open Reaction Database (ORD), a public repository of structured organic reaction records. The task is: describe an organic reaction: reactants, conditions, products, and yield Starting materials: OC1=C2C(C=CC(C2=C(C=C1)O)=O)=O (5,8-dihydroxy-1,4-naphthoquinone), NC1=CC=CC=C1 (aniline). The solvent is C(C)O (ethanol). Yields the product N(C1=CC=CC=C1)C=1C(C2=C(C=C(C(=C2C(C1)=O)O)NC1=CC=CC=C1)O)=O (2,6-bis-anilino-5,8-dihydroxy-1,4-naphthoquinone). Reaction SMILES: [OH:1][C:2]1[CH:11]=[CH:10][C:9]([OH:12])=[C:8]2[C:3]=1[C:4](=[O:14])[CH:5]=[CH:6][C:7]2=[O:13].[NH2:15][C:16]1[CH:21]=[CH:20][CH:19]=[CH:18][CH:17]=1>C(O)C>[NH:15]([C:10]1[C:9](=[O:12])[C:8]2[C:3]([C:2](=[O:1])[CH:11]=1)=[C:4]([OH:14])[C:5]([NH:15][C:16]1[CH:21]=[CH:20][CH:19]=[CH:18][CH:17]=1)=[CH:6][C:7]=2[OH:13])[C:16]1[CH:21]=[CH:20][CH:19]=[CH:18][CH:17]=1. Procedure details: A mixture of 1.9 g of 5,8-dihydroxy-1,4-naphthoquinone and 40 ml of aniline is heated at 100° for 8 hours. After the mixture has been cooled and diluted with ethanol, 2,6-bis-anilino-5,8-dihydroxy-1,4-naphthoquinone is obtained.